From a dataset of the Open Reaction Database (ORD), a public repository of structured organic reaction records. describe an organic reaction: reactants, conditions, products, and yield The reactants are C=C (Ethylene), C=CCC (1-Butene). The product is C=CC.C=C.C=CCC (Propylene/Ethylene/1-Butene). Reaction SMILES: [CH2:1]=[CH2:2].[CH2:3]=[CH:4][CH2:5][CH3:6]>>[CH2:3]=[CH:4][CH3:5].[CH2:1]=[CH2:2].[CH2:3]=[CH:4][CH2:5][CH3:6] |f:2.3.4|. Procedure: Ethylene content=14.0 mol %, 1-Butene content=20 mol %, MFR=8.5 g/10 min, Melting point=not observed (ΔH: less than 0.5 J/g), Molecular weight distribution (Mw/Mn)=2.0, mm-Fraction=92% Starting materials: BrC1CCC(CC1)CC[C@@H]1CC[Si@H](CC1)CCC (1-bromo-4-(2-(trans-4-n-propyl-4-silacyclohexyl)ethyl)cyclohexane), FC=1C=C(C=CC1F)[Mg]Br (3,4-difluorophenylmagnesium bromide), C(CC)C1=CC=C(C=C1)[Mg]Br (p-n-propylphenylmagnesium bromide), Cl[SiH]1CCC(CC1)CC[C@@H]1CC[C@H](CC1)CCCCC (1-chloro-4-(2-(trans-4-n-pentylcyclohexyl) ethyl)-1-silacyclohexane). Product: C(CC)C1=CC=C(C=C1)[C@@H]1CC[C@H](CC1)CC[C@@H]1CC[Si@H](CC1)CCC (trans-4-(2-(trans-4-(p-n-propylphenyl)cyclohexyl) ethyl)-1-n-propyl-1-silacyclohexane). RXN SMILES: Br[CH:2]1[CH2:7][CH2:6][CH:5]([CH2:8][CH2:9][C@H:10]2[CH2:15][CH2:14][Si@H:13]([CH2:16][CH2:17][CH3:18])[CH2:12][CH2:11]2)[CH2:4][CH2:3]1.[CH2:19]([C:22]1[CH:27]=[CH:26][C:25]([Mg]Br)=[CH:24][CH:23]=1)[CH2:20][CH3:21].Cl[SiH]1CCC(CC[C@H]2CC[C@H](CCCCC)CC2)CC1.FC1C=C([Mg]Br)C=CC=1F>>[CH2:19]([C:22]1[CH:27]=[CH:26][C:25]([C@H:2]2[CH2:7][CH2:6][C@H:5]([CH2:8][CH2:9][C@H:10]3[CH2:15][CH2:14][Si@H:13]([CH2:16][CH2:17][CH3:18])[CH2:12][CH2:11]3)[CH2:4][CH2:3]2)=[CH:24][CH:23]=1)[CH2:20][CH3:21]. Procedure: The preparation was conducted in the same manner as in Example 33, except that 2.6 g (7.9 mmol) of 1-bromo-4-(2-(trans-4-n-propyl-4-silacyclohexyl)ethyl)cyclohexane and p-n-propylphenylmagnesium bromide were used instead of 2.5 g (7.9 mmol) of 1-chloro-4-(2-(trans-4-n-pentylcyclohexyl) ethyl)-1-silacyclohexane and 3,4-difluorophenylmagnesium bromide. Reactants: CN1CCN(CC1)C1=C(C(=C(C(=C1F)C)[N+](=O)[O-])F)C (2-(4-methyl-1-piperazinyl)-3,6-difluoro-4-methyl-5-nitrotoluene), [F-].[K+] (potassium fluoride), C1(CC1)N (cyclopropylamine), ice water. The solvent is CS(=O)C (dimethyl sulfoxide). Run at temperature 100 celsius, time 23 hour. Yields the product CN1CCN(CC1)C=1C(=C(NC2CC2)C(=C(C1F)C)[N+](=O)[O-])C (3-(4-methyl-1-piperazinyl)-4-fluoro-2,5-dimethyl-6-nitro-N-cyclopropylaniline). As a reaction SMILES: [CH3:1][N:2]1[CH2:7][CH2:6][N:5]([C:8]2[C:13]([F:14])=[C:12]([CH3:15])[C:11]([N+:16]([O-:18])=[O:17])=[C:10](F)[C:9]=2[CH3:20])[CH2:4][CH2:3]1.[F-].[K+].[CH:23]1([NH2:26])[CH2:25][CH2:24]1>CS(C)=O>[CH3:1][N:2]1[CH2:7][CH2:6][N:5]([C:8]2[C:9]([CH3:20])=[C:10]([C:11]([N+:16]([O-:18])=[O:17])=[C:12]([CH3:15])[C:13]=2[F:14])[NH:26][CH:23]2[CH2:25][CH2:24]2)[CH2:4][CH2:3]1 |f:1.2|. Procedure: To 2-(4-methyl-1-piperazinyl)-3,6-difluoro-4-methyl-5-nitrotoluene (1.73 g) are added anhydrous dimethyl sulfoxide (18 ml), potassium fluoride (0.53 g) and cyclopropylamine (2.2 ml) and the mixture is stirred at 100° C. for 23 hours. After cooling, the mixture is poured into ice-water, extracted with dichloromethane and the extract is dried. The solvent is distilled off under reduced pressure and the residue is purified by silica-gel column-chromatography (dichloromethane: methanol=40:1) to give...